From a dataset of the Open Reaction Database (ORD), a public repository of structured organic reaction records. describe an organic reaction: reactants, conditions, products, and yield The reactants are ClC1=C(C=C(C(=C1[N+](=O)[O-])Cl)[N+](=O)[O-])C(F)(F)F (2,4-dichloro-3,5-dinitrobenzotrifluoride), C(C)(CC)N (sec-butylamine), resultant solution. Run in C(C)O (ethanol). Product: C(C)(CC)NC1=C(C(=C(C=C1C(F)(F)F)[N+](=O)[O-])Cl)[N+](=O)[O-] (N-sec-butyl-3-chloro-2,4-dinitro-6-trifluoromethylaniline). RXN SMILES: Cl[C:2]1[C:7]([N+:8]([O-:10])=[O:9])=[C:6]([Cl:11])[C:5]([N+:12]([O-:14])=[O:13])=[CH:4][C:3]=1[C:15]([F:18])([F:17])[F:16].[CH:19]([NH2:23])([CH2:21][CH3:22])[CH3:20]>C(O)C>[CH:19]([NH:23][C:2]1[C:3]([C:15]([F:18])([F:17])[F:16])=[CH:4][C:5]([N+:12]([O-:14])=[O:13])=[C:6]([Cl:11])[C:7]=1[N+:8]([O-:10])=[O:9])([CH2:21][CH3:22])[CH3:20]. Reported procedure: To a stirred mixture of 20 g. (0.0655 mole) of 2,4-dichloro-3,5-dinitrobenzotrifluoride and 150 ml. of absolute ethanol was added 9.58 g. (0.131 mole) of sec-butylamine, dropwise, over a period of about 15 minutes. The resultant solution was refluxed for two hours and the ethanol then removed by distillation under reduced pressure. The solid yellow residue was triturated with 300 ml. water to dissolve the sec-butylamine hydrochloride. The water insoluble product was isolated by filtration, washe...